describe an organic reaction: reactants, conditions, products, and yield From a dataset of the Open Reaction Database (ORD), a public repository of structured organic reaction records. Starting materials: O.NCC1(CCCCC1)CC(=O)O (1-(aminomethyl)-cyclohexaneacetic acid monohydrate), CO (methanol). Run in CC(C)O (2-propanol). The product is NCC1(CCCCC1)CC(=O)O (1-(aminomethyl)-cyclohexaneacetic acid). RXN SMILES: O.[NH2:2][CH2:3][C:4]1([CH2:10][C:11]([OH:13])=[O:12])[CH2:9][CH2:8][CH2:7][CH2:6][CH2:5]1.CO>CC(O)C>[NH2:2][CH2:3][C:4]1([CH2:10][C:11]([OH:13])=[O:12])[CH2:9][CH2:8][CH2:7][CH2:6][CH2:5]1 |f:0.1|. Reported procedure: A slurry of 179 Kg of 1-(aminomethyl)-cyclohexaneacetic acid monohydrate and 1266 Kg of anhydrous methanol is heated to 60° C. to give a complete solution. The solution is diluted with 1266 Kg of anhydrous 2-propanol and the solution is cooled to 20° C. to 25° C. for two hours and then is cooled to -8° C. to -10° C. for twenty hours. The resulting slurry is centrifuged and the precipitate is dried in vacuo at 35° C. for forty-eight hours to yield 145 Kg of white, crystalline 1-(aminomethyl)-cycl...